This data is from the Open Reaction Database (ORD), a public repository of structured organic reaction records. The task is: describe an organic reaction: reactants, conditions, products, and yield Starting materials: CC(C)(C)[Si](C)(C)Cl, CN(C)C=O, O, O=C(CCO)c1ccccc1, c1c[nH]cn1. Product: CC(C)(C)[Si](C)(C)OCCC(=O)c1ccccc1. RXN SMILES: [C:1]([CH3:2])([CH3:3])([CH3:4])[Si:5]([CH3:6])([CH3:7])[Cl:8].[CH3:25][N:26]([CH3:27])[CH:28]=[O:29].[OH2:30].[OH:9][CH2:10][CH2:11][C:12](=[O:13])[c:14]1[cH:15][cH:16][cH:17][cH:18][cH:19]1.[nH:20]1[cH:21][cH:22][n:23][cH:24]1>>[C:1]([CH3:2])([CH3:3])([CH3:4])[Si:5]([CH3:6])([CH3:7])[O:9][CH2:10][CH2:11][C:12](=[O:13])[c:14]1[cH:15][cH:16][cH:17][cH:18][cH:19]1. Reactants: α- and β-naphthylphosphine dichloride, C1(=CC=CC=C1)P(Cl)Cl (C6H5PCl2), P(Cl)(Cl)Cl (PCl3), P(Cl)(Cl)Cl (PCl3), O=P(Cl)(Cl)Cl (POCl3), [Cl-].[Cl-].C1(=CC=C(C=C1)P)C (p-tolylphosphine dichloride), CH3C6H4PCl2, [Cl-].[Cl-].C1(=CC=CC=C1)P (Phenylphosphine dichloride). Solvent: C1=CC=CC=C1 (benzene), C1(=CC=CC=C1)C (toluene). The product is O=P(Cl)(Cl)Cl (POCl3), C1=CC=CC2=CC=CC=C12 (naphthalene), P(Cl)(Cl)Cl (PCl3). RXN SMILES: [Cl-].[Cl-].[C:3]1(P)[CH:8]=[CH:7][CH:6]=[CH:5][CH:4]=1.[C:10]1(P(Cl)Cl)[CH:15]=CC=[CH:12][CH:11]=1.[P:19]([Cl:22])([Cl:21])[Cl:20].[Cl-].[Cl-].C1(C)C=CC(P)=CC=1.[O:33]=[P:34]([Cl:37])([Cl:36])[Cl:35]>C1(C)C=CC=CC=1.C1C=CC=CC=1>[O:33]=[P:34]([Cl:37])([Cl:36])[Cl:35].[CH:7]1[C:8]2[C:3](=[CH:15][CH:10]=[CH:11][CH:12]=2)[CH:4]=[CH:5][CH:6]=1.[P:19]([Cl:22])([Cl:21])[Cl:20] |f:0.1.2,5.6.7|. Procedure: Phenylphosphine dichloride, C6H5PCl2, was the only product detected when benzene and PCl3 were fed to the catalytic reactor. A mixture of o, m, and p-tolylphosphine dichloride, CH3C6H4PCl2, was the only organic product detected when toluene and PCl3 were used as the starting material. A small amount, < 1%, of POCl3 was observed. A mixture of α- and β-naphthylphosphine dichloride, C10H7PCl2, was produced, along with a small amount of POCl3 when naphthalene and PCl3 were used as the feed. A small ... Starting materials: C(C)(C)(C)C=1N=C(C2=C(N1)N(N=N2)CC)N2CC(CC2)(F)F (5-tert-Butyl-7-(3,3-difluoro-pyrrolidin-1-yl)-3-ethyl-3H-[1,2,3]triazolo[4,5-d]pyrimidine), C(C)(C)(C)C=1N=C(C2=C(N1)NN=N2)N2CC(CC2)(F)F (5-tert-butyl-7-(3,3-difluoropyrrolidin-1-yl)-3H-[1,2,3]triazolo[4,5-d]pyrimidine), ICC1(COC1)C (3-(iodomethyl)-3-methyloxetane). The product is C(C)(C)(C)C=1N=C(C2=C(N1)N(N=N2)CC2(COC2)C)N2CC(CC2)(F)F (5-tert-Butyl-7-(3,3-difluoro-pyrrolidin-1-yl)-3-(3-methyl-oxetan-3-ylmethyl)-3H-[1,2,3]triazolo[4,5-d]pyrimidine). RXN SMILES: C(C1N=C(N2CCC(F)(F)C2)C2N=NN(CC)C=2N=1)(C)(C)C.[C:23]([C:27]1[N:28]=[C:29]([N:36]2[CH2:40][CH2:39][C:38]([F:42])([F:41])[CH2:37]2)[C:30]2[N:35]=[N:34][NH:33][C:31]=2[N:32]=1)([CH3:26])([CH3:25])[CH3:24].I[CH2:44][C:45]1([CH3:49])[CH2:48][O:47][CH2:46]1>>[C:23]([C:27]1[N:28]=[C:29]([N:36]2[CH2:40][CH2:39][C:38]([F:41])([F:42])[CH2:37]2)[C:30]2[N:35]=[N:34][N:33]([CH2:44][C:45]3([CH3:49])[CH2:48][O:47][CH2:46]3)[C:31]=2[N:32]=1)([CH3:26])([CH3:24])[CH3:25]. Procedure details: In analogy to the procedure described for the synthesis of 5-tert-butyl-7-(3,3-difluoropyrrolidin-1-yl)-3-ethyl-3H-[1,2,3]triazolo[4,5-d]pyrimidine (example 61), the title compound was prepared from 5-tert-butyl-7-(3,3-difluoropyrrolidin-1-yl)-3H-[1,2,3]triazolo[4,5-d]pyrimidine and 3-(iodomethyl)-3-methyloxetane and isolated as white solid. MS (m/e): 367.3 (MH+). Reactants: ICCC1CCC2=C(CC1)C(=C(C(=C2OC)OC)OC)OC (7-(2-iodoethyl)-1,2,3,4-tetramethoxy-6,7,8,9-tetrahydro-5H-benzo[a]cycloheptene), N1=CNC2=C1C=CC=C2 (benzimidazole), C([O-])([O-])=O.[Na+].[Na+] (sodium carbonate). Run in CN(C)C=O (DMF), O (water). Run at temperature 70 celsius, time 8 hour. The product is COC1=C(C(=C(C2=C1CCC(CC2)CCN2C=NC1=C2C=CC=C1)OC)OC)OC (1-[2-(1,2,3,4-Tetramethoxy-6,7,8,9-tetrahydro-5H-benzo[a]cyclohepten-7-yl)ethyl]-1H-benzo[d]imidazole). Isolated yield 32.8%. Reaction SMILES: I[CH2:2][CH2:3][CH:4]1[CH2:10][CH2:9][C:8]2[C:11]([O:21][CH3:22])=[C:12]([O:19][CH3:20])[C:13]([O:17][CH3:18])=[C:14]([O:15][CH3:16])[C:7]=2[CH2:6][CH2:5]1.[N:23]1[C:27]2[CH:28]=[CH:29][CH:30]=[CH:31][C:26]=2[NH:25][CH:24]=1.C(=O)([O-])[O-].[Na+].[Na+]>CN(C=O)C.O>[CH3:16][O:15][C:14]1[C:7]2[CH2:6][CH2:5][CH:4]([CH2:3][CH2:2][N:23]3[C:27]4[CH:28]=[CH:29][CH:30]=[CH:31][C:26]=4[N:25]=[CH:24]3)[CH2:10][CH2:9][C:8]=2[C:11]([O:21][CH3:22])=[C:12]([O:19][CH3:20])[C:13]=1[O:17][CH3:18] |f:2.3.4|. Procedure details: A mixture of 7-(2-iodoethyl)-1,2,3,4-tetramethoxy-6,7,8,9-tetrahydro-5H-benzo[a]cycloheptene (1.50 g), benzimidazole (443 mg), and sodium carbonate (760 mg) in DMF (15 ml) was stirred at 70° C. for 8 hr. The reaction mixture was diluted with water and extracted with combined solution of ethyl acetate and THF. The organic layer was washed with water and saturated aqueous sodium chloride and dried. The solvent was removed in vacuo and the residue was diluted with diethylether and the resultant cry... Reactants: C(=O)(C(F)(F)F)O (TFA), N1([C@@H](C(=O)N[C@H](CC2=CC=CC=C2)C(=O)OCC2=CC=CC=C2)CCC1)C(=O)OC(C)(C)C (N-Boc-D-Pro-D-Phe-OBn). Run in ClCCl (dichloromethane). Conditions: time 4 hour. The product is N1[C@@H](C(=O)N[C@H](CC2=CC=CC=C2)C(=O)OCC2=CC=CC=C2)CCC1 (D-Pro-D-Phe-OBn). Reaction SMILES: C(O)(C(F)(F)F)=O.[N:8]1(C(OC(C)(C)C)=O)[CH2:33][CH2:32][CH2:31][C@@H:9]1[C:10]([NH:12][C@@H:13]([C:21]([O:23][CH2:24][C:25]1[CH:30]=[CH:29][CH:28]=[CH:27][CH:26]=1)=[O:22])[CH2:14][C:15]1[CH:20]=[CH:19][CH:18]=[CH:17][CH:16]=1)=[O:11]>ClCCl>[NH:8]1[CH2:33][CH2:32][CH2:31][C@@H:9]1[C:10]([NH:12][C@@H:13]([C:21]([O:23][CH2:24][C:25]1[CH:30]=[CH:29][CH:28]=[CH:27][CH:26]=1)=[O:22])[CH2:14][C:15]1[CH:20]=[CH:19][CH:18]=[CH:17][CH:16]=1)=[O:11]. Procedure details: Distilled TFA (4.60 ml, 59.6 mmol) was added dropwise to a solution of N-Boc-D-Pro-D-Phe-OBn (2.70 g, 5.96 mmol) in dry dichloromethane (5.0 ml), and the mixture was stirred at room temperature for 4 hours. TFA and solvent were then removed by evaporation under reduced pressure, and the resulting residue redissolved in chloroform. Water and solid potassium carbonate were added in amounts sufficient to achieve & pH of 10 in the resulting aqueous solution, and the aqueous layer was then extensivel... Starting materials: OC1=C(C=C(CNN2C=NC=C2)C=C1C(C)(C)C)C(C)(C)C (1-(4-hydroxy-3,5-di-tert.-butylbenzylamino)imidazole), O1CCCC1 (tetrahydrofuran). Conditions: time 1 hour. Product: C(=O)N(CC1=CC(=C(C(=C1)C(C)(C)C)O)C(C)(C)C)N1C=NC=C1 (1-[N-formyl-N-(4-hydroxy-3,5-di-tert.-butylbenzyl)amino]imidazole). RXN SMILES: [OH:1][C:2]1[C:14]([C:15]([CH3:18])([CH3:17])[CH3:16])=[CH:13][C:5]([CH2:6][NH:7][N:8]2[CH:12]=[CH:11][N:10]=[CH:9]2)=[CH:4][C:3]=1[C:19]([CH3:22])([CH3:21])[CH3:20].[O:23]1CCC[CH2:24]1>>[CH:24]([N:7]([N:8]1[CH:12]=[CH:11][N:10]=[CH:9]1)[CH2:6][C:5]1[CH:13]=[C:14]([C:15]([CH3:16])([CH3:18])[CH3:17])[C:2]([OH:1])=[C:3]([C:19]([CH3:22])([CH3:21])[CH3:20])[CH:4]=1)=[O:23]. Procedure details: 15 ml of acetic anhydride and 7.5 ml of formic acid (98-100%) are mixed carefully at 0° and subsequently heated to 50° on a water-bath for 1 hour. The mixed anhydride formed is diluted with 25 ml of abs. tetrahydrofuran and 4.52 g of 1-(4-hydroxy-3,5-di-tert.-butylbenzylamino)imidazole are introduced in small portions into the solution obtained. The reaction mixture is left to stand at room temperature for 1 hour and evaporated under reduced pressure on a rotary evaporator. The residue is treate... Starting materials: N1=CC=CC=C1 (Pyridine), S(=O)(Cl)Cl (thionyl chloride), OC(C(=O)OC(C)(C)C)N1C(C(C1SCC#CC1=CC=C(C=C1)F)NC(C1=CC=CC=C1)(C1=CC=CC=C1)C1=CC=CC=C1)=O (1(1-Hydroxy-1-t-butoxycarbonylmethyl)-3-(triphenylmethylamino)-4-(3-p-fluorophenylprop-2-ynylthio)azetidin-2-one). The solvent is O1CCOCC1 (dioxan), O1CCOCC1 (dioxan), O1CCCC1 (tetrahydrofuran), O1CCOCC1 (dioxan). Yields the product ClC(C(=O)OC(C)(C)C)N1C(C(C1SCC#CC1=CC=C(C=C1)F)NC(C1=CC=CC=C1)(C1=CC=CC=C1)C1=CC=CC=C1)=O (1-(1-Chloro-1-t-butoxycarbonylmethyl)-3-(triphenylmethylamino)-4-(3-p-fluorophenylprop-2-ynylthio)azetidin-2-one). RXN SMILES: O[CH:2]([N:10]1[CH:13]([S:14][CH2:15][C:16]#[C:17][C:18]2[CH:23]=[CH:22][C:21]([F:24])=[CH:20][CH:19]=2)[CH:12]([NH:25][C:26]([C:39]2[CH:44]=[CH:43][CH:42]=[CH:41][CH:40]=2)([C:33]2[CH:38]=[CH:37][CH:36]=[CH:35][CH:34]=2)[C:27]2[CH:32]=[CH:31][CH:30]=[CH:29][CH:28]=2)[C:11]1=[O:45])[C:3]([O:5][C:6]([CH3:9])([CH3:8])[CH3:7])=[O:4].N1C=CC=CC=1.S(Cl)([Cl:54])=O>O1CCCC1.O1CCOCC1>[Cl:54][CH:2]([N:10]1[CH:13]([S:14][CH2:15][C:16]#[C:17][C:18]2[CH:19]=[CH:20][C:21]([F:24])=[CH:22][CH:23]=2)[CH:12]([NH:25][C:26]([C:33]2[CH:38]=[CH:37][CH:36]=[CH:35][CH:34]=2)([C:39]2[CH:40]=[CH:41][CH:42]=[CH:43][CH:44]=2)[C:27]2[CH:28]=[CH:29][CH:30]=[CH:31][CH:32]=2)[C:11]1=[O:45])[C:3]([O:5][C:6]([CH3:8])([CH3:7])[CH3:9])=[O:4]. Procedure: 1(1-Hydroxy-1-t-butoxycarbonylmethyl)-3-(triphenylmethylamino)-4-(3-p-fluorophenylprop-2-ynylthio)azetidin-2-one (570mg) was dissolved in a 1:1 mixture of dry tetrahydrofuran and dioxan (20ml) and the solution, under nitrogen, was cooled to -10°. Pyridine (224mg) in dry dioxan (5ml) was then added, followed by the dropwise addition of thionyl chloride (0.206ml) in dry dioxan (5ml) over 2-3 minutes. After a further 15 minutes the precipitated solid was filtered off and the filtrate evaporated to ...